Dataset: the Open Reaction Database (ORD), a public repository of structured organic reaction records. Task: describe an organic reaction: reactants, conditions, products, and yield Reactants: FC1=CC2=C(CCCC3=C2N=C(S3)N[C@@H]3CC[C@H](CC3)CNC(OC(C)(C)C)=O)C=C1 (trans-tert-butyl N-({4-[(9-fluoro-5,6-dihydro-4H-benzo[6,7]cyclohepta-[d][1,3]thiazol-2-yl)amino]cyclohexyl}-methyl)-carbamate). The product is NC[C@@H]1CC[C@H](CC1)NC=1SC2=C(N1)C1=C(CCC2)C=CC(=C1)F (trans-N2-[4-(Aminomethyl)cyclohexyl]-9-fluoro-5,6-dihydro-4H-benzo[6,7]cyclohepta[d][1,3]thiazol-2-amine). Solvent: CCOC(=O)C (EtOAc), Cl (HCl), O1CCOCC1 (dioxane). The yield is 97.4%. Procedure details: A solution of trans-tert-butyl N-({4-[(9-fluoro-5,6-dihydro-4H-benzo[6,7]cyclohepta-[d][1,3]thiazol-2-yl)amino]cyclohexyl}-methyl)-carbamate (34.5 g, 77.0 mmol) in 200 ml EtOAc and 100 ml 4N HCl in dioxane was stirred at room temperature for 2 hours. The resulting solid was collected by filtration and the solid product washed with Et2O and dried under vacuum to yield 25.9 g of the desired product as a pale yellow solid. An additional 1.43 g of the product was obtained by allowing the filtrate to... Reaction SMILES: [F:1][C:2]1[CH:31]=[CH:30][C:5]2[CH2:6][CH2:7][CH2:8][C:9]3[S:13][C:12]([NH:14][C@H:15]4[CH2:20][CH2:19][C@H:18]([CH2:21][NH:22]C(=O)OC(C)(C)C)[CH2:17][CH2:16]4)=[N:11][C:10]=3[C:4]=2[CH:3]=1>CCOC(C)=O.Cl.O1CCOCC1>[NH2:22][CH2:21][C@H:18]1[CH2:19][CH2:20][C@H:15]([NH:14][C:12]2[S:13][C:9]3[CH2:8][CH2:7][CH2:6][C:5]4[CH:30]=[CH:31][C:2]([F:1])=[CH:3][C:4]=4[C:10]=3[N:11]=2)[CH2:16][CH2:17]1. Reactants: O1CCOCC1 (dioxane), Cl (hydrogen chloride), C(C)(C)(C)OC(NC(CCC1=CC(=C(C=C1)OCCCCCCCC)C(F)(F)F)(CO)CO)=O ([1,1-bis(hydroxymethyl)-3-(4-octyloxy-3-trifluoromethylphenyl)propyl]carbamic Acid t-butyl Ester). The solvent is C(Cl)Cl (methylene chloride). Conditions: time 12 hour. Yields the product Cl.NC(CO)(CO)CCC1=CC(=C(C=C1)OCCCCCCCC)C(F)(F)F (2-amino-2-[2-(4-octyloxy-3-trifluoromethylphenyl)ethyl]propane-1,3-diol Hydrochloride). Reaction SMILES: C(OC(=O)[NH:7][C:8]([CH2:32][OH:33])([CH2:30][OH:31])[CH2:9][CH2:10][C:11]1[CH:16]=[CH:15][C:14]([O:17][CH2:18][CH2:19][CH2:20][CH2:21][CH2:22][CH2:23][CH2:24][CH3:25])=[C:13]([C:26]([F:29])([F:28])[F:27])[CH:12]=1)(C)(C)C.O1CCOCC1.[ClH:41]>C(Cl)Cl>[ClH:41].[NH2:7][C:8]([CH2:9][CH2:10][C:11]1[CH:16]=[CH:15][C:14]([O:17][CH2:18][CH2:19][CH2:20][CH2:21][CH2:22][CH2:23][CH2:24][CH3:25])=[C:13]([C:26]([F:27])([F:28])[F:29])[CH:12]=1)([CH2:30][OH:31])[CH2:32][OH:33] |f:4.5|. Procedure details: Compound 9-7 (490 mg) was dissolved in methylene chloride (5 ml), dioxane containing hydrogen chloride (4 mol/l, 5 ml) was added, and the mixture was stirred at room temperature for 12 hr. The reaction mixture was concentrated, and the residue was washed with diethyl ether to give the object product (350 mg) as a white powder. The reactants are BrC1=CC=C(C=C1)S(=O)(=O)Cl (4-Bromophenylsulfonyl chloride), S(=O)(Cl)Cl (thionyl chloride), CC(C)(OC(=O)NC(C(=O)O)C(C=C)OCC1=CC=CC=C1)C (2-[[1,1-dimethylethoxy)carbonyl]amino-3-phenylmethoxy-4-pentenoic acid), CO (methanol). Run in C(Cl)Cl (methylene chloride), C(C)N(CC)CC (triethylamine). Product: BrC1=CC=C(C=C1)S(=O)(=O)NC(C(=O)OC)C(C=C)OCC1=CC=CC=C1 (Methyl 2-[4-bromophenylsulfonyl]amino-3-phenylmethoxy-4-pentenoate). As a reaction SMILES: CC(C)(OC([NH:7][CH:8]([CH:12]([O:15][CH2:16][C:17]1[CH:22]=[CH:21][CH:20]=[CH:19][CH:18]=1)[CH:13]=[CH2:14])[C:9]([OH:11])=[O:10])=O)C.S(Cl)(Cl)=O.[Br:28][C:29]1[CH:34]=[CH:33][C:32]([S:35](Cl)(=[O:37])=[O:36])=[CH:31][CH:30]=1.[CH3:39]O>C(Cl)Cl.C(N(CC)CC)C>[Br:28][C:29]1[CH:34]=[CH:33][C:32]([S:35]([NH:7][CH:8]([CH:12]([O:15][CH2:16][C:17]2[CH:18]=[CH:19][CH:20]=[CH:21][CH:22]=2)[CH:13]=[CH2:14])[C:9]([O:11][CH3:39])=[O:10])(=[O:37])=[O:36])=[CH:31][CH:30]=1. Procedure details: The 2-[[1,1-dimethylethoxy)carbonyl]amino-3-phenylmethoxy-4-pentenoic acid 63b (1.8 g, 5.37 mmol) is dissolved in methanol (54 mL) and thionyl chloride (8.3 mL) is added dropwise to the mixture. The resulting mixture is stirred at room temperature until the reaction is complete by tlc. The crude reaction is dried and re-evaporated from methanol (3 times). The dried reaction mixture is taken up in methylene chloride (30 mL) and triethylamine (7 mL). 4-Bromophenylsulfonyl chloride (1.23 g, 4.83 mm... The reactants are CCN(Cc1ccc(F)nc1)C(=S)NC, CCN(Cc1cccnc1)C(=S)NC. Product: CCN(Cc1ccc(F)nc1)C(=NC)SC. Reaction SMILES: [CH2:1]([CH3:2])[N:3]([C:4](=[S:5])[NH:6][CH3:7])[CH2:8][c:9]1[cH:10][n:11][c:12]([F:15])[cH:13][cH:14]1.[CH3:16][NH:17][C:18]([N:19]([CH2:20][CH3:21])[CH2:22][c:23]1[cH:24][n:25][cH:26][cH:27][cH:28]1)=[S:29]>>[CH2:1]([CH3:2])[N:3]([C:4]([S:5][CH3:16])=[N:6][CH3:7])[CH2:8][c:9]1[cH:10][n:11][c:12]([F:15])[cH:13][cH:14]1.